From a dataset of the Open Reaction Database (ORD), a public repository of structured organic reaction records. describe an organic reaction: reactants, conditions, products, and yield Reaction SMILES: C[O:2][C:3]1[CH:4]=[C:5]([C:14]2[N:15]=[C:16]([C:19]3[C:20]([C:26]([F:29])([F:28])[F:27])=[N+:21]([O-:25])[CH:22]=[CH:23][CH:24]=3)[O:17][CH:18]=2)[CH:6]=[C:7]([N+:11]([O-:13])=[O:12])[C:8]=1[O:9]C.B(Br)(Br)Br>ClCCl>[OH:2][C:3]1[CH:4]=[C:5]([C:14]2[N:15]=[C:16]([C:19]3[C:20]([C:26]([F:27])([F:29])[F:28])=[N+:21]([O-:25])[CH:22]=[CH:23][CH:24]=3)[O:17][CH:18]=2)[CH:6]=[C:7]([N+:11]([O-:13])=[O:12])[C:8]=1[OH:9]. Starting materials: COC=1C=C(C=C(C1OC)[N+](=O)[O-])C=1N=C(OC1)C=1C(=[N+](C=CC1)[O-])C(F)(F)F (3-(4-(3,4-Dimethoxy-5-nitrophenyl)oxazol-2-yl)-2-(trifluoromethyl)pyridine 1-oxide), B(Br)(Br)Br (boron tribromide), ice water. Solvent: ClCCl (dichloromethane). Product: OC=1C=C(C=C(C1O)[N+](=O)[O-])C=1N=C(OC1)C=1C(=[N+](C=CC1)[O-])C(F)(F)F (3-(4-(3,4-dihydroxy-5-nitrophenyl)oxazol-2-yl)-2-(trifluoromethyl)pyridine 1-oxide). Run at temperature -78 celsius, time 18 hour. Procedure details: 3-(4-(3,4-Dimethoxy-5-nitrophenyl)oxazol-2-yl)-2-(trifluoromethyl)pyridine 1-oxide (1.23 g, 3 mmol) was taken up in dichloromethane (25 mL). The yellowish suspension was cooled to −78° C. under argon and boron tribromide (2.55 mL, 27 mmol) was added dropwise. The red reaction mixture was allowed to warm to room temperature and stirred for 18 hours. It was then carefully poured into ice-water (100 mL) and stirred for 1 hour. The resulting yellow precipitate was filtered off, washed with water and... Reactants: COc1ccc(CNc2nc(-c3ccco3)c3ccn(Cc4ccccc4F)c3n2)cc1OC, O=C(O)C(F)(F)F. Product: Nc1nc(-c2ccco2)c2ccn(Cc3ccccc3F)c2n1. RXN SMILES: [CH3:1][O:2][c:3]1[cH:4][c:5]([CH2:34][NH:7][c:8]2[n:9][c:10](-[c:25]3[o:26][cH:27][cH:28][cH:29]3)[c:11]3[c:12]([n:13]2)[n:14]([CH2:17][c:18]2[c:19]([F:24])[cH:20][cH:21][cH:22][cH:23]2)[cH:15][cH:16]3)[cH:6][cH:30][c:31]1[O:32][CH3:33].[F:35][C:36]([F:37])([F:38])[C:39]([OH:40])=[O:41]>>[NH2:7][c:8]1[n:9][c:10](-[c:25]2[o:26][cH:27][cH:28][cH:29]2)[c:11]2[c:12]([n:13]1)[n:14]([CH2:17][c:18]1[c:19]([F:24])[cH:20][cH:21][cH:22][cH:23]1)[cH:15][cH:16]2. Reactants: O1CCOCC1 (dioxane), FC1=NC=CC=C1B(O)O (2-fluoropyridin-3-ylboronic acid), BrC=1C=C2C(=NC1)OC1=CC=C(C=C1[C@@]21COCC(=N1)N)I ((S)-3-bromo-7-iodo-2′,6′-dihydrospiro[chromeno[2,3-b]pyridine-5,3′-[1,4]oxazin]-5′-amine), C([O-])([O-])=O.[K+].[K+] (potassium carbonate). The reagents and catalysts are C1=CC=C(C=C1)P([C-]2C=CC=C2)C3=CC=CC=C3.C1=CC=C(C=C1)P([C-]2C=CC=C2)C3=CC=CC=C3.Cl[Pd]Cl.[Fe+2].C(Cl)Cl (PdCl2(dppf) CH2Cl2). Solvent: O (water). Conditions: temperature 80 celsius. Product: BrC=1C=C2C(=NC1)OC1=CC=C(C=C1C21COCC(=N1)N)C=1C(=NC=CC1)F (3-bromo-7-(2-fluoropyridin-3-yl)-2′,6′-dihydrospiro[chromeno[2,3-b]pyridine-5,3′-[1,4]oxazin]-5′-amine). Yield: 132.0%. RXN SMILES: [F:1][C:2]1[C:7](B(O)O)=[CH:6][CH:5]=[CH:4][N:3]=1.[Br:11][C:12]1[CH:13]=[C:14]2[C@@:25]3([N:30]=[C:29]([NH2:31])[CH2:28][O:27][CH2:26]3)[C:24]3[C:19](=[CH:20][CH:21]=[C:22](I)[CH:23]=3)[O:18][C:15]2=[N:16][CH:17]=1.C(=O)([O-])[O-].[K+].[K+].O1CCOCC1>C1C=CC(P(C2C=CC=CC=2)[C-]2C=CC=C2)=CC=1.C1C=CC(P(C2C=CC=CC=2)[C-]2C=CC=C2)=CC=1.Cl[Pd]Cl.[Fe+2].C(Cl)Cl.O>[Br:11][C:12]1[CH:13]=[C:14]2[C:25]3([N:30]=[C:29]([NH2:31])[CH2:28][O:27][CH2:26]3)[C:24]3[C:19](=[CH:20][CH:21]=[C:22]([C:7]4[C:2]([F:1])=[N:3][CH:4]=[CH:5][CH:6]=4)[CH:23]=3)[O:18][C:15]2=[N:16][CH:17]=1 |f:2.3.4,6.7.8.9.10|. Procedure: A vial charged with 2-fluoropyridin-3-ylboronic acid (0.078 g, 0.556 mmol), PdCl2(dppf)-CH2Cl2 (0.022 g, 0.026 mmol), (S)-3-bromo-7-iodo-2′,6′-dihydrospiro[chromeno[2,3-b]pyridine-5,3′-[1,4]oxazin]-5′-amine, and potassium carbonate (0.293 g, 2.118 mmol) was treated with 2.5 mL dioxane and 1 mL water. The vial was then flushed with argon, sealed and heated to 80° C. for 1 hr. The reaction mixture was diluted with EtOAc, dried over MgSO4 and concentrated under reduced pressure to yield 3-bromo-7-(...